This data is from the Open Reaction Database (ORD), a public repository of structured organic reaction records. The task is: describe an organic reaction: reactants, conditions, products, and yield Reactants: NC(Cc1ccc(O)cc1)C(=O)O, O=CC(O)C(O)C(O)CO. Yields the product O=C(O)C(Cc1ccc(O)cc1)NCC(O)C(O)C(O)CO. Reaction SMILES: [NH2:11][CH:12]([CH2:13][c:14]1[cH:15][cH:16][c:17]([OH:20])[cH:18][cH:19]1)[C:21](=[O:22])[OH:23].[O:1]=[CH:2][CH:3]([OH:4])[CH:5]([OH:6])[CH:7]([OH:8])[CH2:9][OH:10]>>[CH2:2]([CH:3]([OH:4])[CH:5]([OH:6])[CH:7]([OH:8])[CH2:9][OH:10])[NH:11][CH:12]([CH2:13][c:14]1[cH:15][cH:16][c:17]([OH:20])[cH:18][cH:19]1)[C:21](=[O:22])[OH:23]. The reactants are CC(C(C)=O)(C)SC(F)(F)F (3-Methyl-3-trifluoromethylthio-butan-2-one), BrBr (bromine). Run in C(Cl)(Cl)Cl (chloroform). Run at temperature 40 celsius. Product: BrCC(C(C)(SC(F)(F)F)C)=O (1-Bromo-3-methyl-3-trifluoromethylthio-butan-2-one). The yield is 85.0%. Reaction SMILES: [CH3:1][C:2]([S:7][C:8]([F:11])([F:10])[F:9])([CH3:6])[C:3](=[O:5])[CH3:4].[Br:12]Br>C(Cl)(Cl)Cl>[Br:12][CH2:4][C:3](=[O:5])[C:2]([CH3:1])([S:7][C:8]([F:10])([F:11])[F:9])[CH3:6]. Procedure: 3-Methyl-3-trifluoromethylthio-butan-2-one was dissolved in chloroform and bromine was added dropwise at 20° C. at such a rate that decolorization occurred continuously. Addition was stopped when the color persisted, the reaction mixture was further stirred at 40° C. 1-Bromo-3-methyl-3-trifluoromethylthio-butan-2-one of boiling point 56° C./0.4 mbar was obtained in a yield of 85%. ##STR13## Reactants: FC(CO)(F)F (2,2,2-trifloro ethanol), [H-].[Na+] (NaH), BrCC1=CC=C(C=C1)C1=NN(C(N1)=O)C=1C=C(CNC(C(C)(C)C)=O)C=CC1Cl (N-(3-(3-(4-(bromomethyl)phenyl)-4,5-dihydro-5-oxo-1,2,4-triazol-1-yl)-4-chlorobenzyl)pivalamide). The reagents and catalysts are CCCC[N+](CCCC)(CCCC)CCCC.[I-] (TBAI). Solvent: C1CCOC1 (THF), C1CCOC1 (THF). Run at time 1 hour. The product is FC(COCC1=CC=C(C=C1)C1=NN(C(N1)=O)C=1C=C(CNC(C(C)(C)C)=O)C=CC1Cl)(F)F (N-(3-(3-(4-((2,2,2-Trifluoroethoxy)methyl)phenyl)-4,5-dihydro-5-oxo-1,2,4-triazol-1-yl)-4-chlorobenzyl)pivalamide). Yield: 294.5%. RXN SMILES: [F:1][C:2]([F:6])([F:5])[CH2:3][OH:4].[H-].[Na+].Br[CH2:10][C:11]1[CH:16]=[CH:15][C:14]([C:17]2[NH:21][C:20](=[O:22])[N:19]([C:23]3[CH:24]=[C:25]([CH:34]=[CH:35][C:36]=3[Cl:37])[CH2:26][NH:27][C:28](=[O:33])[C:29]([CH3:32])([CH3:31])[CH3:30])[N:18]=2)=[CH:13][CH:12]=1>C1COCC1.CCCC[N+](CCCC)(CCCC)CCCC.[I-]>[F:1][C:2]([F:6])([F:5])[CH2:3][O:4][CH2:10][C:11]1[CH:16]=[CH:15][C:14]([C:17]2[NH:21][C:20](=[O:22])[N:19]([C:23]3[CH:24]=[C:25]([CH:34]=[CH:35][C:36]=3[Cl:37])[CH2:26][NH:27][C:28](=[O:33])[C:29]([CH3:32])([CH3:30])[CH3:31])[N:18]=2)=[CH:13][CH:12]=1 |f:1.2,5.6|. Procedure: To a solution of 2,2,2-trifloro ethanol (0.042 g, 0.410 mmol) in THF was added NaH (0.017 g, 0.041 mmol) at 10° C. and continued stirring at RT for 1 h. Then solution of N-(3-(3-(4-(bromomethyl)phenyl)-4,5-dihydro-5-oxo-1,2,4-triazol-1-yl)-4-chlorobenzyl)pivalamide (Intermediate-103, 0.100 g, 0.041 mmol) in THF and TBAI (0.004 g, 0.0012 mmol) were added to the reaction mixture. The reaction mass was refluxed for 2-3 h. The reaction mass was quenched in ice and pH adjusted to 6-7 and extracted wi...